From a dataset of the Open Reaction Database (ORD), a public repository of structured organic reaction records. describe an organic reaction: reactants, conditions, products, and yield The reactants are OC1=CC=C(C(=O)OCC2=CC=CC=C2)C=C1 (benzyl p-hydroxybenzoate), C(CCC(=O)Cl)(=O)Cl (succinic acid dichloride). Yields the product C(C1=CC=CC=C1)OC(=O)C1=CC=C(C=C1)OC(CCC(=O)OC1=CC=C(C=C1)C(=O)OCC1=CC=CC=C1)=O (di(p-benzyloxycarbonylphenyl)succinate). As a reaction SMILES: [OH:1][C:2]1[CH:17]=[CH:16][C:5]([C:6]([O:8][CH2:9][C:10]2[CH:15]=[CH:14][CH:13]=[CH:12][CH:11]=2)=[O:7])=[CH:4][CH:3]=1.[C:18](Cl)(=[O:24])[CH2:19][CH2:20][C:21](Cl)=[O:22]>>[CH2:9]([O:8][C:6]([C:5]1[CH:16]=[CH:17][C:2]([O:1][C:18](=[O:24])[CH2:19][CH2:20][C:21]([O:1][C:2]2[CH:3]=[CH:4][C:5]([C:6]([O:8][CH2:9][C:10]3[CH:11]=[CH:12][CH:13]=[CH:14][CH:15]=3)=[O:7])=[CH:16][CH:17]=2)=[O:22])=[CH:3][CH:4]=1)=[O:7])[C:10]1[CH:15]=[CH:14][CH:13]=[CH:12][CH:11]=1. Procedure: A similar procedure to Example 1 is carried out by using 22.8 g of benzyl p-hydroxybenzoate and 7.7 g of succinic acid dichloride to yield di(p-benzyloxycarbonylphenyl)succinate, m.p. 106°-107° C., as white crystals. Reactants: C(C)(C)(C)C1=CC=C(C=C1)C(CCCCl)=O (1-(4-tert-butylphenyl)-4-chloro-1-butanone), N1CCC(CC1)C=1C=C(C=CC1)NC(=O)C1CC1 (N-[3-(4-piperidinyl)phenyl]cyclopropanecarboxamide). Yields the product C(C)(C)(C)C1=CC=C(C=C1)C(CCCN1CCC(CC1)C=1C=C(C=CC1)NC(=O)C1CC1)=O (N-(3-{1-[4-(4-TERT-BUTYLPHENYL)-4-OXOBUTYL]-4-PIPERIDINYL}PHENYL)CYCLOPROPANECARBOXAMIDE). RXN SMILES: [C:1]([C:5]1[CH:10]=[CH:9][C:8]([C:11](=[O:16])[CH2:12][CH2:13][CH2:14]Cl)=[CH:7][CH:6]=1)([CH3:4])([CH3:3])[CH3:2].[NH:17]1[CH2:22][CH2:21][CH:20]([C:23]2[CH:24]=[C:25]([NH:29][C:30]([CH:32]3[CH2:34][CH2:33]3)=[O:31])[CH:26]=[CH:27][CH:28]=2)[CH2:19][CH2:18]1>>[C:1]([C:5]1[CH:10]=[CH:9][C:8]([C:11](=[O:16])[CH2:12][CH2:13][CH2:14][N:17]2[CH2:22][CH2:21][CH:20]([C:23]3[CH:24]=[C:25]([NH:29][C:30]([CH:32]4[CH2:33][CH2:34]4)=[O:31])[CH:26]=[CH:27][CH:28]=3)[CH2:19][CH2:18]2)=[CH:7][CH:6]=1)([CH3:4])([CH3:3])[CH3:2]. Procedure details: Prepared by Procedure K and Scheme B1 using 1-(4-tert-butylphenyl)-4-chloro-1-butanone and N-[3-(4-piperidinyl)phenyl]cyclopropanecarboxamide: ESMS m/e: 447.2 (M+H)+. The reactants are CCOC(C)=O, COCCNc1cnc([N+](=O)[O-])cn1. Product: COCCNc1cnc(N)cn1. Reaction SMILES: [CH3:15][CH2:16][O:17][C:18](=[O:19])[CH3:20].[CH3:1][O:2][CH2:3][CH2:4][NH:5][c:6]1[n:7][cH:8][c:9]([N+:12]([O-:13])=[O:14])[n:10][cH:11]1>>[CH3:1][O:2][CH2:3][CH2:4][NH:5][c:6]1[n:7][cH:8][c:9]([NH2:12])[n:10][cH:11]1. The reactants are peptide, C1(=CC=CC=C1)C1=CC=C(CBr)C=C1 (4-phenyl benzyl bromide), resin 12, SCCO (β-mercaptoethanol), C(C)(C)N(CC)C(C)C (diisopropylethylamine), CCN(C(C)C)C(C)C (DIEA). Solvent: CN(C)C=O (DMF), CN(C)C=O (DMF). Run at time 2.5 minute. The product is C1(=CC=CC=C1)C1=CC=C(CS)C=C1 (4-phenylbenzylmercaptan). Isolated yield 907.7%. Reaction SMILES: [SH:1][CH2:2][CH2:3]O.C(N(C(C)C)CC)(C)C.[C:14]1([C:20]2[CH:27]=[CH:26]C(CBr)=[CH:22][CH:21]=2)[CH:19]=[CH:18][CH:17]=[CH:16][CH:15]=1>CN(C=O)C>[C:14]1([C:20]2[CH:27]=[CH:26][C:3]([CH2:2][SH:1])=[CH:22][CH:21]=2)[CH:19]=[CH:18][CH:17]=[CH:16][CH:15]=1. Reported procedure: To a peptide synthesis vessel containing 2.3 grams (0.43 mmole) of NpSSMpact-PEG-PS resin 12 was added 15 mL of DMF, 0.25 mL (3.5 mmole) of β-mercaptoethanol and 0.4 mL (2.3 mmole) of diisopropylethylamine and mixture shaken for 2-3 minutes. The red colored mixture was then filtered and the process repeated two more times using the same quantities of BME and DIEA. The resin was then washed five times with DMF, three times with methanol, four times with CH2Cl2 and then three times with DMF. To th... Reactants: O (water), C1(=CC=CC=C1)NC1=C(C=CC=C1)N (N-Phenyl-o-phenylenediamine), OOS(=O)[O-].[K+] (Oxone), BrC1=CC=C(C=O)C=C1 (4-bromobenzaldehyde). Run in CN(C)C=O (DMF). Reaction conditions: temperature 40 celsius, time 120 minute. Product: BrC1=CC=C(C=C1)C1=NC2=C(N1C1=CC=CC=C1)C=CC=C2 (2-(4-Bromophenyl)-1-phenyl-1H-benzimidazole). The yield is 35.5%. As a reaction SMILES: [C:1]1([NH:7][C:8]2[CH:13]=[CH:12][CH:11]=[CH:10][C:9]=2[NH2:14])[CH:6]=[CH:5][CH:4]=[CH:3][CH:2]=1.[Br:15][C:16]1[CH:23]=[CH:22][C:19]([CH:20]=O)=[CH:18][CH:17]=1.OOS([O-])=O.[K+].O>CN(C=O)C>[Br:15][C:16]1[CH:23]=[CH:22][C:19]([C:20]2[N:7]([C:1]3[CH:2]=[CH:3][CH:4]=[CH:5][CH:6]=3)[C:8]3[CH:13]=[CH:12][CH:11]=[CH:10][C:9]=3[N:14]=2)=[CH:18][CH:17]=1 |f:2.3|. Procedure: N-Phenyl-o-phenylenediamine (50 g, 0.27 mol) is dissolved in anhydrous DMF (400 ml) under N2, and 4-bromobenzaldehyde (45.5 g, 0.25 mol) is added dropwise. The reaction mixture is warmed to 40° C., and Oxone (potassium hydrogen monopersulfate, 98.1 g, 0.16 mol) is added in portions. After the mixture has been stirred at room temperature for 120 min., 1 l of water is added. The precipitated product is filtered off, washed with water and dried in vacuo. Recrystallisation from acetonitrile gives a ... Starting materials: [Cl-].[Al+3].[Cl-].[Cl-] (aluminum chloride), C(CCCC)(=O)Cl (pentanoyl chloride), BrC=1SC=CC1 (bromothiophene). Solvent: O (Water). Reaction conditions: temperature 2.5 celsius. The product is BrC1=CC=C(S1)C(CCCC)=O (1-(5-bromo-2-thienyl)pentan-1-one). Reaction SMILES: [Cl-].[Al+3].[Cl-].[Cl-].[C:5](Cl)(=[O:10])[CH2:6][CH2:7][CH2:8][CH3:9].[Br:12][C:13]1[S:14][CH:15]=[CH:16][CH:17]=1>O>[Br:12][C:13]1[S:14][C:15]([C:5](=[O:10])[CH2:6][CH2:7][CH2:8][CH3:9])=[CH:16][CH:17]=1 |f:0.1.2.3|. Procedure: Charged aluminum chloride (183 mmoles), pentanoyl chloride (147 mmoles) and bromothiophene (122 mmoles) to the RB flask fitted with thermo well, stirred the reaction for 2 hours at 25-30° C. After completion of reaction, cooled the RM to 0-5° C. and added Water (100 ml). Extracted the reaction mass with ethyl acetate (2×200 ml), separated the organic layer and dried with sodium sulphate, distilled off the solvent under reduced pressure to the residue. Residue was high vacuum distilled to get the... Reactants: CC(F)(C(=O)O)C(=O)NC1C(=O)N(CCOCc2ccccc2)c2ccccc2-c2ccccc21, NCC(F)(F)C(F)(F)F. The product is CC(F)(C(=O)NCC(F)(F)C(F)(F)F)C(=O)NC1C(=O)N(CCOCc2ccccc2)c2ccccc2-c2ccccc21. RXN SMILES: [CH2:1]([c:2]1[cH:3][cH:4][cH:5][cH:6][cH:7]1)[O:8][CH2:9][CH2:10][N:11]1[c:12]2[c:13]([cH:32][cH:33][cH:34][cH:35]2)-[c:14]2[c:15]([cH:28][cH:29][cH:30][cH:31]2)[CH:16]([NH:19][C:20]([C:21]([C:22](=[O:23])[OH:24])([CH3:25])[F:26])=[O:27])[C:17]1=[O:18].[F:36][C:37]([CH2:38][NH2:39])([C:40]([F:41])([F:42])[F:43])[F:44]>>[CH2:1]([c:2]1[cH:3][cH:4][cH:5][cH:6][cH:7]1)[O:8][CH2:9][CH2:10][N:11]1[c:12]2[c:13]([cH:32][cH:33][cH:34][cH:35]2)-[c:14]2[c:15]([cH:28][cH:29][cH:30][cH:31]2)[CH:16]([NH:19][C:20]([C:21]([C:22](=[O:24])[NH:39][CH2:38][C:37]([F:36])([C:40]([F:41])([F:42])[F:43])[F:44])([CH3:25])[F:26])=[O:27])[C:17]1=[O:18]. Reactants: C(C)(C)(C)OC(=O)N1CCC2=C(CC1)C(=CC=C2)SC(N(C)C)=O (3-tert-butoxycarbonyl-6-dimethylcarbamoylthio-2,3,4,5-tetrahydro-1H-benzo[d]azepine), [OH-].[K+] (potassium hydroxide), OCC=1SC=NN1 (2-hydroxymethyl-[1,3,4]-thiadiazole), S(=O)(Cl)Cl (thionylchloride). Run in CO (methanol). Product: C(C)(C)(C)OC(=O)N1CCC2=C(CC1)C(=C(C=C2)Cl)SCC=2SC=NN2 (3-tert-butoxycarbonyl-7-chloro-6-([1,3,4]thiadiazol-2-yl-methylthio)-2,3,4,5-tetrahydro-1H-benzo[d]azepine). Isolated yield 70.0%. As a reaction SMILES: O[CH2:2][C:3]1[S:4][CH:5]=[N:6][N:7]=1.[C:8]([O:12][C:13]([N:15]1[CH2:21][CH2:20][C:19]2[C:22]([S:26]C(=O)N(C)C)=[CH:23][CH:24]=[CH:25][C:18]=2[CH2:17][CH2:16]1)=[O:14])([CH3:11])([CH3:10])[CH3:9].[OH-].[K+].S(Cl)([Cl:36])=O>CO>[C:8]([O:12][C:13]([N:15]1[CH2:21][CH2:20][C:19]2[C:22]([S:26][CH2:2][C:3]3[S:4][CH:5]=[N:6][N:7]=3)=[C:23]([Cl:36])[CH:24]=[CH:25][C:18]=2[CH2:17][CH2:16]1)=[O:14])([CH3:11])([CH3:10])[CH3:9] |f:2.3|. Procedure: Stir 2-hydroxymethyl-[1,3,4]-thiadiazole (241 mg, 2.1 mmol) in thionylchloride (5 mL) for 1 h and concentrate in vacuo. Treat this residue with the thiolate prepared from 3-tert-butoxycarbonyl-6-dimethylcarbamoylthio-2,3,4,5-tetrahydro-1H-benzo[d]azepine (0.4 g, 1.04 mmol) and potassium hydroxide (1.37 g, 24.5 mmol) in methanol (3.5 mL) according to General Procedure 7 to give 3-tert-butoxycarbonyl-7-chloro-6-([1,3,4]thiadiazol-2-yl-methylthio)-2,3,4,5-tetrahydro-1H-benzo[d]azepine (0.3 g, 70%)....